From a dataset of the Open Reaction Database (ORD), a public repository of structured organic reaction records. describe an organic reaction: reactants, conditions, products, and yield Reactants: CC(C)CC(NC(=O)OCc1ccccc1)C(=O)NC(CO)C(O)C(O)C(O)C(=O)NC(CC(=O)O)c1ccccc1, CC#N, CN(C)C=O, N, O=C1CCC(=O)N1O. The product is CC(C)CC(NC(=O)OCc1ccccc1)C(=O)NC(CO)C(O)C(O)C(O)C(=O)NC(CC(N)=O)c1ccccc1. Reaction SMILES: [CH2:1]([c:2]1[cH:3][cH:4][cH:5][cH:6][cH:7]1)[O:8][C:9](=[O:10])[NH:11][CH:12]([CH2:13][CH:14]([CH3:15])[CH3:16])[C:17](=[O:18])[NH:19][CH:20]([CH:21]([CH:22]([CH:23]([C:24](=[O:25])[NH:26][CH:27]([CH2:28][C:29](=[O:30])[OH:31])[c:32]1[cH:33][cH:34][cH:35][cH:36][cH:37]1)[OH:38])[OH:39])[OH:40])[CH2:41][OH:42].[CH3:52][C:53]#[N:54].[CH3:55][N:56]([CH3:57])[CH:58]=[O:59].[NH3:51].[OH:43][N:44]1[C:45](=[O:46])[CH2:47][CH2:48][C:49]1=[O:50]>>[CH2:1]([c:2]1[cH:3][cH:4][cH:5][cH:6][cH:7]1)[O:8][C:9](=[O:10])[NH:11][CH:12]([CH2:13][CH:14]([CH3:15])[CH3:16])[C:17](=[O:18])[NH:19][CH:20]([CH:21]([CH:22]([CH:23]([C:24](=[O:25])[NH:26][CH:27]([CH2:28][C:29](=[O:30])[NH2:44])[c:32]1[cH:33][cH:34][cH:35][cH:36][cH:37]1)[OH:38])[OH:39])[OH:40])[CH2:41][OH:42]. Reactants: CC(C)OC(=O)c1cc(N=C=O)c(F)cc1Cl, CCOC(=O)C1CCCCN1, c1ccccc1. Yields the product CCOC(=O)C1CCCCN1C(=O)Nc1cc(C(=O)OC(C)C)c(Cl)cc1F. As a reaction SMILES: [F:1][c:2]1[c:3]([N:15]=[C:16]=[O:17])[cH:4][c:5]([C:9](=[O:10])[O:11][CH:12]([CH3:13])[CH3:14])[c:6]([Cl:8])[cH:7]1.[NH:18]1[CH:19]([C:20](=[O:21])[O:22][CH2:23][CH3:24])[CH2:25][CH2:26][CH2:27][CH2:28]1.[cH:29]1[cH:30][cH:31][cH:32][cH:33][cH:34]1>>[F:1][c:2]1[c:3]([NH:15][C:16](=[O:17])[N:18]2[CH:19]([C:20](=[O:21])[O:22][CH2:23][CH3:24])[CH2:25][CH2:26][CH2:27][CH2:28]2)[cH:4][c:5]([C:9](=[O:10])[O:11][CH:12]([CH3:13])[CH3:14])[c:6]([Cl:8])[cH:7]1. The reactants are [Al+3], COC(=O)C(C)(C)COc1ccc(Br)cc1C1NC(=O)CC(c2cc(Cl)ccc2C)C12C(=O)Nc1cc(Cl)ccc12, C1CCOC1, [H-], [H-], [H-], [H-], [Li+], O. Yields the product Cc1ccc(Cl)cc1C1CC(=O)NC(c2cc(Br)ccc2OCC(C)(C)CO)C12C(=O)Nc1cc(Cl)ccc12. As a reaction SMILES: [Al+3:2].[Br:7][c:8]1[cH:9][cH:10][c:11]([O:39][CH2:40][C:41]([CH3:42])([CH3:43])[C:44](=[O:45])[O:46][CH3:47])[c:12]([CH:14]2[NH:15][C:16](=[O:38])[CH2:17][CH:18]([c:30]3[c:31]([CH3:37])[cH:32][cH:33][c:34]([Cl:36])[cH:35]3)[C:19]23[C:20](=[O:29])[NH:21][c:22]2[cH:23][c:24]([Cl:28])[cH:25][cH:26][c:27]23)[cH:13]1.[CH2:49]1[O:50][CH2:51][CH2:52][CH2:53]1.[H-:1].[H-:4].[H-:5].[H-:6].[Li+:3].[OH2:48]>>[Br:7][c:8]1[cH:9][cH:10][c:11]([O:39][CH2:40][C:41]([CH3:42])([CH3:43])[CH2:44][OH:45])[c:12]([CH:14]2[NH:15][C:16](=[O:38])[CH2:17][CH:18]([c:30]3[c:31]([CH3:37])[cH:32][cH:33][c:34]([Cl:36])[cH:35]3)[C:19]23[C:20](=[O:29])[NH:21][c:22]2[cH:23][c:24]([Cl:28])[cH:25][cH:26][c:27]23)[cH:13]1. As a reaction SMILES: [CH2:1]([c:2]1[cH:3][cH:4][cH:5][cH:6][cH:7]1)[S:8][c:9]1[c:10]([C:11](=[O:12])[O:13][CH3:14])[cH:15][cH:16][cH:17][c:18]1[N+:19]([O-:20])=[O:21].[CH3:22][C:23](=[O:24])[OH:25].[Fe:26].[OH2:27]>>[CH2:1]([c:2]1[cH:3][cH:4][cH:5][cH:6][cH:7]1)[S:8][c:9]1[c:10]([C:11](=[O:12])[O:13][CH3:14])[cH:15][cH:16][cH:17][c:18]1[NH2:19]. The reactants are COC(=O)c1cccc([N+](=O)[O-])c1SCc1ccccc1, CC(=O)O, [Fe], O. Yields the product COC(=O)c1cccc(N)c1SCc1ccccc1.